From a dataset of the Open Reaction Database (ORD), a public repository of structured organic reaction records. describe an organic reaction: reactants, conditions, products, and yield The reactants are C(C)OC(=O)C=1N=CN(C1)C=1C=C(C=CC1)C1=C(C=CC=C1)Cl (1-(2′-Chloro-biphenyl-3-yl)-1H-imidazole-4-carboxylic acid ethyl ester), [OH-].[K+] (potassium hydroxide). Run in C(C)O (ethanol). Yields the product ClC1=C(C=CC=C1)C1=CC(=CC=C1)N1C=NC(=C1)C(=O)O (1-(2′-Chloro-biphenyl-3-yl)-1H-imidazole-4-carboxylic acid). RXN SMILES: C([O:3][C:4]([C:6]1[N:7]=[CH:8][N:9]([C:11]2[CH:12]=[C:13]([C:17]3[CH:22]=[CH:21][CH:20]=[CH:19][C:18]=3[Cl:23])[CH:14]=[CH:15][CH:16]=2)[CH:10]=1)=[O:5])C.[OH-].[K+]>C(O)C>[Cl:23][C:18]1[CH:19]=[CH:20][CH:21]=[CH:22][C:17]=1[C:13]1[CH:14]=[CH:15][CH:16]=[C:11]([N:9]2[CH:10]=[C:6]([C:4]([OH:5])=[O:3])[N:7]=[CH:8]2)[CH:12]=1 |f:1.2|. Procedure details: This compound is prepared by hydrolysis of 9e using a 1:1 mixture of aqueous potassium hydroxide (2M) and ethanol. Reactants: C1COCCO1, COC(=O)c1nc(-c2ccc(Cl)cc2Cl)c(C(F)(F)F)cc1N, CO, [Na+], [OH-]. Product: Nc1cc(C(F)(F)F)c(-c2ccc(Cl)cc2Cl)nc1C(=O)O. RXN SMILES: [CH2:26]1[O:27][CH2:28][CH2:29][O:30][CH2:31]1.[CH3:1][O:2][C:3](=[O:4])[c:5]1[n:6][c:7](-[c:16]2[c:17]([Cl:23])[cH:18][c:19]([Cl:22])[cH:20][cH:21]2)[c:8]([C:12]([F:13])([F:14])[F:15])[cH:9][c:10]1[NH2:11].[CH3:32][OH:33].[Na+:25].[OH-:24]>>[O:2]=[C:3]([OH:4])[c:5]1[n:6][c:7](-[c:16]2[c:17]([Cl:23])[cH:18][c:19]([Cl:22])[cH:20][cH:21]2)[c:8]([C:12]([F:13])([F:14])[F:15])[cH:9][c:10]1[NH2:11]. Reactants: product, Cl (hydrochloric acid), Cl.ClCC1=NC2=CC=CC=C2C=C1 (2-Chloromethylquinoline hydrochloride), ClC1=C(C=CC(=C1)Cl)C(CN1C=NC=C1)O (1-(2,4-dichlorophenyl)-2-(1H-imidazol-1-yl)ethanol), [OH-].[Na+] (sodium hydroxide). The reagents and catalysts are [Cl-].C(C1=CC=CC=C1)[N+](C)(C)C (benzyltrimethylammonium chloride). Run in CCOCC (ether), O (water), O1CCCC1 (tetrahydrofuran). Product: Cl.ClC1=C(C=CC(=C1)Cl)C(CN1C=NC=C1)OCC1=NC2=CC=CC=C2C=C1 (2-[[1-(2,4-Dichlorophenyl)-2-(1H-imidazol-1-yl)ethoxy]methyl]quinoline, hydrochloride). Reaction SMILES: Cl.[Cl:2][CH2:3][C:4]1[CH:13]=[CH:12][C:11]2[C:6](=[CH:7][CH:8]=[CH:9][CH:10]=2)[N:5]=1.[Cl:14][C:15]1[CH:20]=[C:19]([Cl:21])[CH:18]=[CH:17][C:16]=1[CH:22]([OH:29])[CH2:23][N:24]1[CH:28]=[CH:27][N:26]=[CH:25]1.[OH-].[Na+].Cl>O.[Cl-].C([N+](C)(C)C)C1C=CC=CC=1.CCOCC.O1CCCC1>[ClH:2].[Cl:14][C:15]1[CH:20]=[C:19]([Cl:21])[CH:18]=[CH:17][C:16]=1[CH:22]([O:29][CH2:3][C:4]1[CH:13]=[CH:12][C:11]2[C:6](=[CH:7][CH:8]=[CH:9][CH:10]=2)[N:5]=1)[CH2:23][N:24]1[CH:28]=[CH:27][N:26]=[CH:25]1 |f:0.1,3.4,7.8,11.12|. Procedure details: 3.2 g of 2-Chloromethylquinoline hydrochloride (0.015 mol) (commercially available), 3.85 g of 1-(2,4-dichlorophenyl)-2-(1H-imidazol-1-yl)ethanol (0.015 mol), 14.8 g sodium hydroxide (0.37 mol) in 25 ml of water, 0.25 g of benzyltrimethylammonium chloride and 40 ml of tetrahydrofuran are reacted in a manner as described in Example 1. After work up, the oily product (6.4 g) is dissolved in 150 ml of ether, charcoaled and then etheral hydrochloric acid is added to the clear solution while stirring... Starting materials: FC1=C(C(=O)O)C=CC(=C1F)F (2,3,4-Trifluorobenzoic acid), product, FC1=C(N)C=CC(=C1)C#CCOC (2-fluoro-4-(3-methoxy-1-propynyl)aniline), [Li+].C[Si](C)(C)[N-][Si](C)(C)C (LiHMDS). The solvent is C1CCOC1 (THF). Product: FC=1C(=C(C(=O)O)C=CC1F)NC1=C(C=C(C=C1)C#CCOC)F (3,4-difluoro-2-[[2-fluoro-4-(3-methoxy-1-propynyl)phenyl]amino]-benzoic acid). RXN SMILES: F[C:2]1[C:10]([F:11])=[C:9]([F:12])[CH:8]=[CH:7][C:3]=1[C:4]([OH:6])=[O:5].[F:13][C:14]1[CH:20]=[C:19]([C:21]#[C:22][CH2:23][O:24][CH3:25])[CH:18]=[CH:17][C:15]=1[NH2:16].[Li+].C[Si]([N-][Si](C)(C)C)(C)C>C1COCC1>[F:11][C:10]1[C:2]([NH:16][C:15]2[CH:17]=[CH:18][C:19]([C:21]#[C:22][CH2:23][O:24][CH3:25])=[CH:20][C:14]=2[F:13])=[C:3]([CH:7]=[CH:8][C:9]=1[F:12])[C:4]([OH:6])=[O:5] |f:2.3|. Procedure details: 2,3,4-Trifluorobenzoic acid and the product of Example 25, Step A, 2-fluoro-4-(3-methoxy-1-propynyl)aniline, were reacted in the presence of LiHMDS solution in THF by the general procedure of Example 1, Step B. After workup, followed by purification by chromatography on silica gel (10% EtOAc/hexanes as eluant), 3,4-difluoro-2-[[2-fluoro-4-(3-methoxy-1-propynyl)phenyl]amino]-benzoic acid was isolated (62%) as a pale yellow solid; m.p. (EtOAc/hexanes) 221–223° C. 1H NMR [400 MHz, (CD3)2SO] δ 13.60...